Dataset: the Open Reaction Database (ORD), a public repository of structured organic reaction records. Task: describe an organic reaction: reactants, conditions, products, and yield The reactants are C(C)OC(=O)C=1NC2=C(C=C(C=C2C1)NC(C)=O)Br (5-acetylamino-7-bromo-1H-indole-2-carboxylic acid ethyl ester), Cl (hydrochloric acid), C(C)O (ethanol). Run at time 4.5 hour. Yields the product Cl.NC=1C=C2C=C(NC2=C(C1)OC)C(=O)O (5-amino-7-methoxy-1H-indole-2-carboxylic acid hydrochloride). RXN SMILES: C([O:3][C:4]([C:6]1[NH:7][C:8]2[C:13]([CH:14]=1)=[CH:12][C:11]([NH:15]C(=O)C)=[CH:10][C:9]=2Br)=[O:5])C.[ClH:20].[CH2:21]([OH:23])C>>[ClH:20].[NH2:15][C:11]1[CH:12]=[C:13]2[C:8](=[C:9]([O:23][CH3:21])[CH:10]=1)[NH:7][C:6]([C:4]([OH:3])=[O:5])=[CH:14]2 |f:3.4|. Procedure details: A mixture of 982 mg I.19 (5-acetylamino-7-bromo-1H-indole-2-carboxylic acid ethyl ester), 10 ml ethanol and 1.8 ml concentrated hydrochloric acid was stirred for 4.5 h at reflux. The reaction mixture was evaporated. The residue was used in the next step without purification. The reactants are ClC1=NC=C(C=C1)C(F)(F)F (2-chloro-5-trifluoromethyl-pyridine), C(C)OC=1C=C(CN2CCC(CC2)N)C=CC1OC (1-(3-ethoxy-4-methoxy-benzyl)-piperidin-4-ylamine), C(C)OC=1C=C(CN2CCC(CC2)N)C=CC1OC (1-(3-ethoxy-4-methoxy-benzyl)-piperidin-4-ylamine), [H-].[Na+] (sodium hydride). The solvent is CN(C)C=O (DMF). Reaction conditions: time 2 hour. The product is C(C)OC=1C=C(CN2CCC(CC2)NC2=NC=C(C=C2)C(F)(F)F)C=CC1OC ([1-(3-Ethoxy-4-methoxy-benzyl)-piperidin-4-yl]-(5-trifluoromethyl-pyridin-2-yl)-amine). The yield is 8.0%. RXN SMILES: [CH2:1]([O:3][C:4]1[CH:5]=[C:6]([CH:15]=[CH:16][C:17]=1[O:18][CH3:19])[CH2:7][N:8]1[CH2:13][CH2:12][CH:11]([NH2:14])[CH2:10][CH2:9]1)[CH3:2].[H-].[Na+].Cl[C:23]1[CH:28]=[CH:27][C:26]([C:29]([F:32])([F:31])[F:30])=[CH:25][N:24]=1>CN(C=O)C>[CH2:1]([O:3][C:4]1[CH:5]=[C:6]([CH:15]=[CH:16][C:17]=1[O:18][CH3:19])[CH2:7][N:8]1[CH2:9][CH2:10][CH:11]([NH:14][C:23]2[CH:28]=[CH:27][C:26]([C:29]([F:32])([F:31])[F:30])=[CH:25][N:24]=2)[CH2:12][CH2:13]1)[CH3:2] |f:1.2|. Procedure: To a solution of 1-(3-ethoxy-4-methoxy-benzyl)-piperidin-4-ylamine (39.7 mg, 0.15 mmol, 1.2 equiv; intermediate A1) in dry DMF (1.5 mL) under Ar was added sodium hydride (6.6 mg, 0.15 mmol, 1.2 equiv; 55% free-flowing powder moistened with oil) and the reaction mixture stirred at rt. After 2 h, 2-chloro-5-trifluoromethyl-pyridine (22.7 mg, 0.125 mmol, 1.0 equiv; commercially available) was added and the mixture heated by microwave irradiation to 160° C. for 15 min. Removal of the solvent under r... Starting materials: C1CNCCNCCNCCN1, Cc1ccccc1, [Na+], O=C=Nc1ccccc1, [OH-], O. The product is O=C(Nc1ccccc1)N1CCNCCNCCNCC1. As a reaction SMILES: [CH2:1]1[CH2:2][NH:3][CH2:4][CH2:5][NH:6][CH2:7][CH2:8][NH:9][CH2:10][CH2:11][NH:12]1.[CH3:25][c:26]1[cH:27][cH:28][cH:29][cH:30][cH:31]1.[Na+:24].[O:13]=[C:14]=[N:15][c:16]1[cH:17][cH:18][cH:19][cH:20][cH:21]1.[OH-:23].[OH2:22]>>[CH2:1]1[CH2:2][NH:3][CH2:4][CH2:5][NH:6][CH2:7][CH2:8][NH:9][CH2:10][CH2:11][N:12]1[C:14](=[O:13])[NH:15][c:16]1[cH:17][cH:18][cH:19][cH:20][cH:21]1. Starting materials: C(N)(OCCC(C1=C(C=CC=C1)F)NC(CN1N=C(N(C1=O)C[C@@H](C(F)(F)F)O)C1=CC=C(C=C1)Cl)=O)=O (3-[({3-(4-Chlorophenyl)-5-oxo-4-[(2S)-3,3,3-trifluoro-2-hydroxypropyl]-4,5-dihydro-1H-1,2,4-triazol-1-yl}acetyl)amino]-3-(2-fluorophenyl)propyl carbamate), compound, Cl.NC(C(C(F)(F)F)O)C1=CC=CC=C1 (3-amino-1,1,1-trifluoro-3-phenylpropan-2-ol hydrochloride). Yields the product ClC1=CC=C(C=C1)C1=NN(C(N1C[C@@H](C(F)(F)F)O)=O)CC(=O)NC(C(C(F)(F)F)O)C1=CC=CC=C1 (2-{3-(4-Chlorophenyl)-5-oxo-4-[(2S)-3,3,3-trifluoro-2-hydroxypropyl]-4,5-dihydro-1H-1,2,4-triazol-1-yl}-N-(3,3,3-trifluoro-2-hydroxy-1-phenylpropyl)acetamide). Reaction SMILES: C(=O)(OCCC(N[C:15](=[O:37])[CH2:16][N:17]1[C:21](=[O:22])[N:20]([CH2:23][C@H:24]([OH:29])[C:25]([F:28])([F:27])[F:26])[C:19]([C:30]2[CH:35]=[CH:34][C:33]([Cl:36])=[CH:32][CH:31]=2)=[N:18]1)C1C=CC=CC=1F)N.Cl.[NH2:40][CH:41]([C:48]1[CH:53]=[CH:52][CH:51]=[CH:50][CH:49]=1)[CH:42]([OH:47])[C:43]([F:46])([F:45])[F:44]>>[Cl:36][C:33]1[CH:34]=[CH:35][C:30]([C:19]2[N:20]([CH2:23][C@H:24]([OH:29])[C:25]([F:27])([F:26])[F:28])[C:21](=[O:22])[N:17]([CH2:16][C:15]([NH:40][CH:41]([C:48]3[CH:53]=[CH:52][CH:51]=[CH:50][CH:49]=3)[CH:42]([OH:47])[C:43]([F:44])([F:45])[F:46])=[O:37])[N:18]=2)=[CH:31][CH:32]=1 |f:1.2|. Procedure details: In the same way as for the compound from Example 93, 100 mg (0.27 mmol) of the compound from Example 8A and 73 mg (0.30 mmol) of 3-amino-1,1,1-trifluoro-3-phenylpropan-2-ol hydrochloride were reacted. This gave 102 mg (63% of theory) of the target compound as a diastereomer mixture. Starting materials: C(C)(C)(C)OC(CC=1C(=NNC1C)C)=O ((3,5-dimethyl-1H-pyrazol-4-yl)acetic acid tert-butyl ester), C(=O)([O-])[O-].[K+].[K+] (K2CO3), CC(CC(C)=O)=O (2,4-pentanedione), FC1=C(CBr)C=CC(=C1)[N+](=O)[O-] (2-fluoro-4-nitrobenzyl bromide). The solvent is C(C)#N (acetonitrile). Reaction conditions: time 24 hour. Product: C(C)(C)(C)OC(CC=1C(=NN(C1C)CC1=C(C=C(C=C1)[N+](=O)[O-])F)C)=O ([3,5-dimethyl-1-(2-fluoro-4-nitrobenzyl)-1H-pyrazol-4-yl]acetic acid tert-butyl ester). Reaction SMILES: [C:1]([O:5][C:6](=[O:15])[CH2:7][C:8]1[C:9]([CH3:14])=[N:10][NH:11][C:12]=1[CH3:13])([CH3:4])([CH3:3])[CH3:2].CC(=O)CC(=O)C.[F:23][C:24]1[CH:31]=[C:30]([N+:32]([O-:34])=[O:33])[CH:29]=[CH:28][C:25]=1[CH2:26]Br.C([O-])([O-])=O.[K+].[K+]>C(#N)C>[C:1]([O:5][C:6](=[O:15])[CH2:7][C:8]1[C:12]([CH3:13])=[N:11][N:10]([CH2:26][C:25]2[CH:28]=[CH:29][C:30]([N+:32]([O-:34])=[O:33])=[CH:31][C:24]=2[F:23])[C:9]=1[CH3:14])([CH3:4])([CH3:3])[CH3:2] |f:3.4.5|. Procedure details: To a solution of (3,5-dimethyl-1H-pyrazol-4-yl)acetic acid tert-butyl ester (10 g, 47.6 mmol, preparation according to WO2007/141267 by using 2,4-pentanedione instead of 3,5-heptanedione) and 2-fluoro-4-nitrobenzyl bromide (11.2 g, 47.9 mmol) in acetonitrile (150 mL) is added K2CO3 (6.615 g, 47.9 mmol) and the mixture is stirred for 24 hours at room temperature. The solid is filtered off and the solvent is removed by evaporation. The residue is dissolved in dichloromethane/water. After extractio... Starting materials: OC1=CC=C2C(C(=C(O2)C)C(=O)OC)=C1C(=O)OCC1=CC=CC=C1 (benzyl 5-hydroxy-2-methyl-3-methoxycarbonylbenzofuran-4-carboxylate), ice water, COC1=NC(=NC(=N1)OC)S(=O)(=O)C (4,6-dimethoxy-2-methylsulfonyl-1,3,5-triazine), C([O-])([O-])=O.[K+].[K+] (potassium carbonate). Solvent: CN(C=O)C (N,N-dimethylformamide). Reaction conditions: temperature 70 celsius, time 2 hour. Yields the product COC1=NC(=NC(=N1)OC)OC1=CC=C2C(C(=C(O2)C)C(=O)OC)=C1C(=O)OCC1=CC=CC=C1 (Benzyl 5-(4,6-Dimethoxy-1,3,5-triazin-2-yl)oxy-2-methyl-3-methoxycarbonylbenzofuran-4-carboxylate). Yield: 109.7%. Reaction SMILES: [OH:1][C:2]1[C:15]([C:16]([O:18][CH2:19][C:20]2[CH:25]=[CH:24][CH:23]=[CH:22][CH:21]=2)=[O:17])=[C:6]2[C:7]([C:11]([O:13][CH3:14])=[O:12])=[C:8]([CH3:10])[O:9][C:5]2=[CH:4][CH:3]=1.[CH3:26][O:27][C:28]1[N:33]=[C:32]([O:34][CH3:35])[N:31]=[C:30](S(C)(=O)=O)[N:29]=1.C(=O)([O-])[O-].[K+].[K+]>CN(C)C=O>[CH3:35][O:34][C:32]1[N:33]=[C:28]([O:27][CH3:26])[N:29]=[C:30]([O:1][C:2]2[C:15]([C:16]([O:18][CH2:19][C:20]3[CH:25]=[CH:24][CH:23]=[CH:22][CH:21]=3)=[O:17])=[C:6]3[C:7]([C:11]([O:13][CH3:14])=[O:12])=[C:8]([CH3:10])[O:9][C:5]3=[CH:4][CH:3]=2)[N:31]=1 |f:2.3.4|. Procedure: A mixture comprising 2 g of benzyl 5-hydroxy-2-methyl-3-methoxycarbonylbenzofuran-4-carboxylate, 1 g of 4,6-dimethoxy-2-methylsulfonyl-1,3,5-triazine and 1 g of potassium carbonate in 20 ml of N,N-dimethylformamide, was heated and stirred at 70° C. for two hours. The mixture was returned to room temperature, poured into ice water and extracted with ethyl acetate. The organic layer was washed with water and then dried over anhydrous sodium sulfate. Then, it was concentrated under reduced pressure... Reactants: ClC1=NC2=CC=CC=C2C(=N1)Cl (2,4-dichloroquinazoline), C1(CCCCCC1)N (cycloheptylamine), CC1=NNC(=C1)C (3,5-dimethylpyrazole). Yields the product Cl.C1(CCCC1)NC1=NC(=NC2=CC=CC=C12)N1N=C(C=C1C)C (Cyclopentyl-[2-(3,5-dimethyl-pyrazol-1-yl)-quinazolin-4-yl]-amine, Hydrochloride). Reaction SMILES: [Cl:1][C:2]1[N:11]=[C:10](Cl)[C:9]2[C:4](=[CH:5][CH:6]=[CH:7][CH:8]=2)[N:3]=1.[CH:13]1([NH2:20])[CH2:19][CH2:18][CH2:17][CH2:16]CC1.[CH3:21][C:22]1[CH:26]=[C:25]([CH3:27])[NH:24][N:23]=1>>[ClH:1].[CH:13]1([NH:20][C:10]2[C:9]3[C:4](=[CH:5][CH:6]=[CH:7][CH:8]=3)[N:3]=[C:2]([N:23]3[C:22]([CH3:21])=[CH:26][C:25]([CH3:27])=[N:24]3)[N:11]=2)[CH2:16][CH2:17][CH2:18][CH2:19]1 |f:3.4|. Procedure: Was prepared according to Method A from 2,4-dichloroquinazoline, cycloheptylamine and 3,5-dimethylpyrazole. Mp. 207° C.